From a dataset of the Open Reaction Database (ORD), a public repository of structured organic reaction records. describe an organic reaction: reactants, conditions, products, and yield Reactants: CCOP(=O)(Cc1cn(C(c2ccccc2)(c2ccccc2)c2ccccc2)cn1)OCC, C1CCOC1, CC(C)[N-]C(C)C, O=CC1CCN(c2ccccc2)CC1, [Li+]. The product is C(=CC1CCN(c2ccccc2)CC1)c1cn(C(c2ccccc2)(c2ccccc2)c2ccccc2)cn1. As a reaction SMILES: [CH2:1]([O:2][P:3]([O:4][CH2:5][CH3:6])(=[O:7])[CH2:9][c:10]1[n:11][cH:12][n:13]([C:15]([c:16]2[cH:17][cH:18][cH:19][cH:20][cH:21]2)([c:22]2[cH:23][cH:24][cH:25][cH:26][cH:27]2)[c:28]2[cH:29][cH:30][cH:31][cH:32][cH:33]2)[cH:14]1)[CH3:8].[CH2:56]1[O:57][CH2:58][CH2:59][CH2:60]1.[CH3:35][CH:36]([N-:37][CH:38]([CH3:39])[CH3:40])[CH3:41].[CH:42](=[O:43])[CH:44]1[CH2:45][CH2:46][N:47]([c:50]2[cH:51][cH:52][cH:53][cH:54][cH:55]2)[CH2:48][CH2:49]1.[Li+:34]>>[CH:9]([c:10]1[n:11][cH:12][n:13]([C:15]([c:16]2[cH:17][cH:18][cH:19][cH:20][cH:21]2)([c:22]2[cH:23][cH:24][cH:25][cH:26][cH:27]2)[c:28]2[cH:29][cH:30][cH:31][cH:32][cH:33]2)[cH:14]1)=[CH:42][CH:44]1[CH2:45][CH2:46][N:47]([c:50]2[cH:51][cH:52][cH:53][cH:54][cH:55]2)[CH2:48][CH2:49]1. Reactants: OCc1cc(Br)ccc1I, CC(C)(C)[Si](C)(C)Cl, CN(C)C=O, [H-], [I-], [K+], [Na+]. Product: CC(C)(C)[Si](C)(C)OCc1cc(Br)ccc1I. RXN SMILES: [Br:1][c:2]1[cH:3][cH:4][c:5]([I:10])[c:6]([CH2:8][OH:9])[cH:7]1.[C:13]([CH3:14])([CH3:15])([CH3:16])[Si:17]([Cl:18])([CH3:19])[CH3:20].[CH3:23][N:24]([CH3:25])[CH:26]=[O:27].[H-:11].[I-:22].[K+:21].[Na+:12]>>[Br:1][c:2]1[cH:3][cH:4][c:5]([I:10])[c:6]([CH2:8][O:9][Si:17]([C:13]([CH3:14])([CH3:15])[CH3:16])([CH3:19])[CH3:20])[cH:7]1. Reactants: Cl.[N+](=O)([O-])C=1C=C(C=CC1)N1CCNCC1 (1-(3-nitrophenyl)piperazine hydrochloride), BrCCC(=O)OCC (ethyl 3-bromopropionate), C([O-])([O-])=O.[K+].[K+] (potassium carbonate), [I-].[K+] (potassium iodide). The solvent is C(C)#N (acetonitrile). The product is [N+](=O)([O-])C=1C=C(C=CC1)N1CCN(CC1)CCC(=O)OCC (Ethyl 3-[4-(3-nitrophenyl)piperazino]propanoate). The yield is 91.6%. RXN SMILES: Cl.[N+:2]([C:5]1[CH:6]=[C:7]([N:11]2[CH2:16][CH2:15][NH:14][CH2:13][CH2:12]2)[CH:8]=[CH:9][CH:10]=1)([O-:4])=[O:3].Br[CH2:18][CH2:19][C:20]([O:22][CH2:23][CH3:24])=[O:21].C(=O)([O-])[O-].[K+].[K+].[I-].[K+]>C(#N)C>[N+:2]([C:5]1[CH:6]=[C:7]([N:11]2[CH2:16][CH2:15][N:14]([CH2:18][CH2:19][C:20]([O:22][CH2:23][CH3:24])=[O:21])[CH2:13][CH2:12]2)[CH:8]=[CH:9][CH:10]=1)([O-:4])=[O:3] |f:0.1,3.4.5,6.7|. Reported procedure: A mixture of 1-(3-nitrophenyl)piperazine hydrochloride (2.6 g, 10.66 mmol), ethyl 3-bromopropionate (2.41 g, 1.7 mL, 13.32 mmol), potassium carbonate (6.1 g, 44.13 mmol) and a catalytic amount of potassium iodide in acetonitrile (30 mL) was heated at reflux for 18 hrs. After cooling to room temperature the solvent was evaporated under reduced pressure and the residue was taken up in dichloromethane. The organic phase was washed with water, dried over MgSO4 and evaporated to dryness to afford 3.0... The reactants are COC1=CC=C(C(=N1)N)C1=CC=CC=C1 (6-methoxy-3-phenyl-pyridin-2-yl-amine), C(C)OC(=O)N=C=S (ethoxycarbonyl isothiocyanate), Cl.NO (hydroxylamine hydrochloride). The solvent is C(C)N(C(C)C)C(C)C (N-ethyldiisopropylamine). Conditions: time 2 hour. The product is COC1=CC=C(C=2N1N=C(N2)N)C2=CC=CC=C2 (5-Methoxy-8-phenyl-[1,2,4]triazolo[1,5-a]pyridin-2-yl-amine). Isolated yield 80.0%. RXN SMILES: [CH3:1][O:2][C:3]1[N:8]=[C:7]([NH2:9])[C:6]([C:10]2[CH:15]=[CH:14][CH:13]=[CH:12][CH:11]=2)=[CH:5][CH:4]=1.C(OC([N:21]=[C:22]=S)=O)C.Cl.[NH2:25]O>C(N(C(C)C)C(C)C)C>[CH3:1][O:2][C:3]1[N:8]2[N:25]=[C:22]([NH2:21])[N:9]=[C:7]2[C:6]([C:10]2[CH:11]=[CH:12][CH:13]=[CH:14][CH:15]=2)=[CH:5][CH:4]=1 |f:2.3|. Procedure details: A mixture of 230 mg (1.15 mmol) 6-methoxy-3-phenyl-pyridin-2-yl-amine and 142.8 μl ethoxycarbonyl isothiocyanate was stirred at room temperature for 2 h and afterwards evaporated to dryness. The residue was taken up in 20 ml MeOH/EtOH 1:1 and treated with a mixture of 399 mg (5.74 mmol) hydroxylamine hydrochloride and 590 μl N-ethyldiisopropylamine. The mixture was heated to 80° C. for 16 h, concentrated to dryness, taken up in 100 ml water and extracted with 3×150 ml diethyl ether. The combined... Reactants: N1C(CCC2=CC=CC=C12)=O (3,4-dihydro-1H-quinolin-2-one), BrN1C(CCC1=O)=O (N-bromosuccinimide), CCOCC (ether), O (water). Solvent: CN(C)C=O (DMF), CN(C)C=O (DMF). Reaction conditions: temperature 0 celsius, time 2 hour. The product is BrC=1C=C2CCC(NC2=CC1)=O (6-Bromo-3,4-dihydro-1H-quinolin-2-one). RXN SMILES: [NH:1]1[C:10]2[C:5](=[CH:6][CH:7]=[CH:8][CH:9]=2)[CH2:4][CH2:3][C:2]1=[O:11].[Br:12]N1C(=O)CCC1=O.O.CCOCC>CN(C=O)C>[Br:12][C:7]1[CH:6]=[C:5]2[C:10](=[CH:9][CH:8]=1)[NH:1][C:2](=[O:11])[CH2:3][CH2:4]2. Procedure: To a solution of 3,4-dihydro-1H-quinolin-2-one (10.0 g, 67.9 mmol) in 100 ml dry DMF was added dropwise a solution of N-bromosuccinimide (12.7 g, 71.3 mmol) in 150 ml dry DMF at 0° C. The mixture was stirred at 0° C. for 2 h, then 400 ml water was added and the solution was extracted with ethyl acetate (3×150 ml). The organic phase was washed with water (2×200 ml), then dried over MgSO4 and evaporated, affording a yellow solid which was purified by washing with cold ether providing pure 6-bromo-...